Dataset: the Open Reaction Database (ORD), a public repository of structured organic reaction records. Task: describe an organic reaction: reactants, conditions, products, and yield The reactants are C1=C(C=CC2=CC=CC=C12)CN1[C@H]2C\C=C/C[C@@H](C1)NC2 (Z-(1S,6S)-7-naphthalen-2-ylmethyl-7,9-diaza-bicyclo[4.2.2]dec-3-ene), C(C)(=O)OCC (ethyl acetate), O1C(C1)COC1=C2C=CNC2=CC=C1 (4-oxiranylmethoxy-1H-indole). The solvent is C(C)O (ethanol). Conditions: temperature 95 celsius. The product is N1C=CC2=C(C=CC=C12)OCC(CN1C2CC=CCC(C1)N(C2)CC2=CC1=CC=CC=C1C=C2)O (1-(1H-Indol-4-yloxy)-3-(9-naphthalen-2-ylmethyl-7,9-diaza-bicyclo[4.2.2]dec-3-en-7-yl)-propan-2-ol). Reaction SMILES: [CH:1]1[C:10]2[C:5](=[CH:6][CH:7]=[CH:8][CH:9]=2)[CH:4]=[CH:3][C:2]=1[CH2:11][N:12]1[CH2:19][C@H:18]2[NH:20][CH2:21][C@@H:13]1[CH2:14][CH:15]=[CH:16][CH2:17]2.C(OCC)(=O)C.[O:28]1[CH2:30][CH:29]1[CH2:31][O:32][C:33]1[CH:41]=[CH:40][CH:39]=[C:38]2[C:34]=1[CH:35]=[CH:36][NH:37]2>C(O)C>[NH:37]1[C:38]2[C:34](=[C:33]([O:32][CH2:31][CH:29]([OH:28])[CH2:30][N:20]3[CH2:21][CH:13]4[N:12]([CH2:11][C:2]5[CH:3]=[CH:4][C:5]6[C:10](=[CH:9][CH:8]=[CH:7][CH:6]=6)[CH:1]=5)[CH2:19][CH:18]3[CH2:17][CH:16]=[CH:15][CH2:14]4)[CH:41]=[CH:40][CH:39]=2)[CH:35]=[CH:36]1. Procedure: Z-(1S,6S)-7-naphthalen-2-ylmethyl-7,9-diaza-bicyclo[4.2.2]dec-3-ene (30 mg, 0.064 mmol), ethyl acetate (0.5 mL) and 4-oxiranylmethoxy-1H-indole (50 mg, 0.26 mmol) were placed in a μW tube with ethanol (3 ml) and heated to 95° C. for 900 sec. The solvent was evaporated to yield a crude oil, which was purified via flash chromatography (15% Ethyl acetate/heptane to 100% Ethyl acetate) to yield the title compound as a residue. The reactants are O=C=Nc1ccc([N+](=O)[O-])cc1C(F)(F)F, NCCN1CCOCC1, c1ccccc1. The product is O=C(NCCN1CCOCC1)Nc1ccc([N+](=O)[O-])cc1C(F)(F)F. RXN SMILES: [N:1](=[C:2]=[O:3])[c:4]1[c:5]([C:13]([F:14])([F:15])[F:16])[cH:6][c:7]([N+:10](=[O:11])[O-:12])[cH:8][cH:9]1.[O:17]1[CH2:18][CH2:19][N:20]([CH2:23][CH2:24][NH2:25])[CH2:21][CH2:22]1.[cH:26]1[cH:27][cH:28][cH:29][cH:30][cH:31]1>>[NH:1]([C:2](=[O:3])[NH:25][CH2:24][CH2:23][N:20]1[CH2:19][CH2:18][O:17][CH2:22][CH2:21]1)[c:4]1[c:5]([C:13]([F:14])([F:15])[F:16])[cH:6][c:7]([N+:10](=[O:11])[O-:12])[cH:8][cH:9]1. Starting materials: C(C1=CC=CC=C1)N1CCC(CC1)(C#N)NC1=CC=C(C=C1)F (1-benzyl-4-(4-fluoro-phenylamino)-piperidine-4-carbonitrile), [OH-].[NH4+] (ammonium hydroxide). Solvent: S(O)(O)(=O)=O (sulfuric acid). Reaction conditions: time 24 hour. The product is C(C1=CC=CC=C1)N1CCC(CC1)(C(=O)N)NC1=CC=C(C=C1)F (1-benzyl-4-(4-fluoro-phenylamino)-piperidine-4-carboxylic acid amide). RXN SMILES: [CH2:1]([N:8]1[CH2:13][CH2:12][C:11]([NH:16][C:17]2[CH:22]=[CH:21][C:20]([F:23])=[CH:19][CH:18]=2)([C:14]#[N:15])[CH2:10][CH2:9]1)[C:2]1[CH:7]=[CH:6][CH:5]=[CH:4][CH:3]=1.[OH-:24].[NH4+]>S(=O)(=O)(O)O>[CH2:1]([N:8]1[CH2:9][CH2:10][C:11]([NH:16][C:17]2[CH:18]=[CH:19][C:20]([F:23])=[CH:21][CH:22]=2)([C:14]([NH2:15])=[O:24])[CH2:12][CH2:13]1)[C:2]1[CH:3]=[CH:4][CH:5]=[CH:6][CH:7]=1 |f:1.2|. Reported procedure: Cautiously combine 1-benzyl-4-(4-fluoro-phenylamino)-piperidine-4-carbonitrile (60 mmol) and concentrated sulfuric acid (270 mL). Let stand for 24 h at ambient temperature. Cautiously pour the reaction mixture into excess dilute ammonium hydroxide solution/ice. Extract with dichloromethane (3×300 mL). Combine the dichloromethane extracts and extract them using saturated NaHCO3 solution (3×300 mL). Dry the dichloromethane solution over magnesium sulfate, filter, and concentrate in vacuo to obtain...